This data is from the Open Reaction Database (ORD), a public repository of structured organic reaction records. The task is: describe an organic reaction: reactants, conditions, products, and yield Reactants: [BH4-].[Na+] (Sodium borohydride), C(C1=CC=CC=C1)N1[C@@]2([C@@H](CC[C@H]1C(C2)=O)OCC2=CC(=CC(=C2)C(F)(F)F)C(F)(F)F)C2=CC=CC=C2 ((1R*,2R*,5S*)-8-benzyl-2-{[3,5-bis(trifluoromethyl)phenyl]methoxy}-1-phenyl-8-azabicyclo[3.2.1]octan-6-one). Solvent: CO (methanol). Run at time 15 minute. Yields the product C(C1=CC=CC=C1)N1[C@@]2([C@@H](CC[C@H]1[C@H](C2)O)OCC2=CC(=CC(=C2)C(F)(F)F)C(F)(F)F)C2=CC=CC=C2 ((1R*,2R*,5S*,6S*)-8-Benzyl-2-{[3,5-bis(trifluoromethyl)phenyl]methoxy}-1-phenyl-8-azabicyclo[3.2.1]octan-6-ol). Isolated yield 72.6%. As a reaction SMILES: [BH4-].[Na+].[CH2:3]([N:10]1[C@@H:15]2[C:16](=[O:18])[CH2:17][C@@:11]1([C:35]1[CH:40]=[CH:39][CH:38]=[CH:37][CH:36]=1)[C@H:12]([O:19][CH2:20][C:21]1[CH:26]=[C:25]([C:27]([F:30])([F:29])[F:28])[CH:24]=[C:23]([C:31]([F:34])([F:33])[F:32])[CH:22]=1)[CH2:13][CH2:14]2)[C:4]1[CH:9]=[CH:8][CH:7]=[CH:6][CH:5]=1>CO>[CH2:3]([N:10]1[C@@H:15]2[C@@H:16]([OH:18])[CH2:17][C@@:11]1([C:35]1[CH:40]=[CH:39][CH:38]=[CH:37][CH:36]=1)[C@H:12]([O:19][CH2:20][C:21]1[CH:26]=[C:25]([C:27]([F:29])([F:30])[F:28])[CH:24]=[C:23]([C:31]([F:32])([F:33])[F:34])[CH:22]=1)[CH2:13][CH2:14]2)[C:4]1[CH:9]=[CH:8][CH:7]=[CH:6][CH:5]=1 |f:0.1|. Procedure: Sodium borohydride (55 mg, 1.44 mmol) was added to a stirred solution of (1R*,2R*,5S*)-8-benzyl-2-{[3,5-bis(trifluoromethyl)phenyl]methoxy}-1-phenyl-8-azabicyclo[3.2.1]octan-6-one (Example 41; 50 mg 0.09 mmol) in methanol (3 ml) at +5° C. The reaction mixture was stirred for 15 minutes and quenched with saturated aqueous NaHCO3 and extracted into dichloromethane. The combined organic extracts were dried (Na2SO4) and concentrated. The residue was purified by chromatography on silica gel (iso-hexa... The reactants are BrB(Br)Br, ClCCl, COCC1CN(c2ccc3c(c2)CCC(CCC(F)(F)F)O3)C(=O)O1, N. Yields the product O=C1OC(CO)CN1c1ccc2c(c1)CCC(CCC(F)(F)F)O2. RXN SMILES: [B:26]([Br:27])([Br:28])[Br:29].[Cl:31][CH2:32][Cl:33].[F:1][C:2]([CH2:3][CH2:4][CH:5]1[O:6][c:7]2[c:8]([cH:11][c:12]([N:15]3[C:16](=[O:23])[O:17][CH:18]([CH2:20][O:21][CH3:22])[CH2:19]3)[cH:13][cH:14]2)[CH2:9][CH2:10]1)([F:24])[F:25].[NH3:30]>>[F:1][C:2]([CH2:3][CH2:4][CH:5]1[O:6][c:7]2[c:8]([cH:11][c:12]([N:15]3[C:16](=[O:23])[O:17][CH:18]([CH2:20][OH:21])[CH2:19]3)[cH:13][cH:14]2)[CH2:9][CH2:10]1)([F:24])[F:25]. Starting materials: CN1CCCC1=O, Clc1ccnc(Cl)n1, CCC(C)(N)C(=O)OC, O. The product is CCC(C)(Nc1ccnc(Cl)n1)C(=O)OC. Reaction SMILES: [CH3:18][N:19]1[CH2:20][CH2:21][CH2:22][C:23]1=[O:24].[Cl:10][c:11]1[n:12][cH:13][cH:14][c:15]([Cl:17])[n:16]1.[NH2:1][C:2]([C:3](=[O:4])[O:5][CH3:6])([CH2:7][CH3:8])[CH3:9].[OH2:25]>>[NH:1]([C:2]([C:3](=[O:4])[O:5][CH3:6])([CH2:7][CH3:8])[CH3:9])[c:15]1[cH:14][cH:13][n:12][c:11]([Cl:10])[n:16]1. Starting materials: ClC=1C=C(C=CC1F)C1=CN=C2N1C=CC(=C2F)C(C)(C)O (2-[3-(3-Chloro-4-fluorophenyl)-8-fluoroimidazo[1,2-α]pyridin-7-yl]-propan-2-ol), FC(OC1=C(C=CC=C1)B(O)O)(F)F (2-trifluoromethoxybenzeneboronic acid). Yields the product FC=1C=2N(C=CC1C(C)(C)O)C(=CN2)C=2C=CC(=C(C2)C2=C(C=CC=C2)OC(F)(F)F)F (2-[8-fluoro-3-(2-fluoro-2′-trifluoromethoxybiphenyl-5-yl)imidazo[1,2-α]pyridin-7-yl]propan-2-ol). Yield: 6.0%. RXN SMILES: Cl[C:2]1[CH:3]=[C:4]([C:9]2[N:13]3[CH:14]=[CH:15][C:16]([C:19]([OH:22])([CH3:21])[CH3:20])=[C:17]([F:18])[C:12]3=[N:11][CH:10]=2)[CH:5]=[CH:6][C:7]=1[F:8].[F:23][C:24]([F:36])([F:35])[O:25][C:26]1[CH:31]=[CH:30][CH:29]=[CH:28][C:27]=1B(O)O>>[F:18][C:17]1[C:12]2[N:13]([C:9]([C:4]3[CH:5]=[CH:6][C:7]([F:8])=[C:2]([C:27]4[CH:28]=[CH:29][CH:30]=[CH:31][C:26]=4[O:25][C:24]([F:23])([F:36])[F:35])[CH:3]=3)=[CH:10][N:11]=2)[CH:14]=[CH:15][C:16]=1[C:19]([OH:22])([CH3:21])[CH3:20]. Procedure details: 2-[3-(3-Chloro-4-fluorophenyl)-8-fluoroimidazo[1,2-α]pyridin-7-yl]-propan-2-ol and 2-trifluoromethoxybenzeneboronic acid were coupled in the same way as in Example 30 to give 2-[8-fluoro-3-(2-fluoro-2′-trifluoromethoxybiphenyl-5-yl)imidazo[1,2-α]pyridin-7-yl]propan-2-ol as an off-white solid (8 mg, 6%): m/z (ES+) 449 [MH+]. Starting materials: kerosene, C(CCCCCCC\C=C/CCCCCCCC)(=O)O (oleic acid), C([O-])([O-])=O.[K+].[K+] (potassium carbonate), C(CCCCCCC\C=C/CCCCCCCC)(=O)O (oleic acid). Reported procedure: To demonstrate the ability to obtain useful aqueous compositions wherein the anionic surface active agent is formed in situ, an aqueous dispersion containing 1.86 percent kerosene, 0.14 percent commercial oleic acid, and 2 percent potassium carbonate was prepared. The amount of oleic acid was calculated to provide approximately 0.16 weight percent potassium oleate. Alfalfa treated with the resulting dispersion dried to a 25 percent moisture content in 22.4 hours whereas the control (alfalfa trea... Product: C(CCCCCCC\C=C/CCCCCCCC)(=O)[O-].[K+] (potassium oleate). As a reaction SMILES: [C:1]([OH:20])(=[O:19])[CH2:2][CH2:3][CH2:4][CH2:5][CH2:6][CH2:7][CH2:8]/[CH:9]=[CH:10]\[CH2:11][CH2:12][CH2:13][CH2:14][CH2:15][CH2:16][CH2:17][CH3:18].C(=O)([O-])[O-].[K+:25].[K+]>>[C:1]([O-:20])(=[O:19])[CH2:2][CH2:3][CH2:4][CH2:5][CH2:6][CH2:7][CH2:8]/[CH:9]=[CH:10]\[CH2:11][CH2:12][CH2:13][CH2:14][CH2:15][CH2:16][CH2:17][CH3:18].[K+:25] |f:1.2.3,4.5|. The reactants are CC[N+](CC)(CC)Cc1ccccc1, [Cl-], Oc1nc(-c2ccc(Cl)cc2Cl)cc2ncnn12, O=P(Cl)(Cl)Cl. Product: Clc1ccc(-c2cc3ncnn3c(Cl)n2)c(Cl)c1. RXN SMILES: [CH2:25]([N+:26]([CH2:27][CH3:28])([CH2:29][CH3:30])[CH2:31][CH3:32])[c:33]1[cH:34][cH:35][cH:36][cH:37][cH:38]1.[Cl-:24].[Cl:1][c:2]1[c:3](-[c:9]2[cH:10][c:11]3[n:12]([c:13]([OH:15])[n:14]2)[n:16][cH:17][n:18]3)[cH:4][cH:5][c:6]([Cl:8])[cH:7]1.[P:19]([Cl:20])([Cl:21])([Cl:22])=[O:23]>>[Cl:1][c:2]1[c:3](-[c:9]2[cH:10][c:11]3[n:12]([c:13]([Cl:21])[n:14]2)[n:16][cH:17][n:18]3)[cH:4][cH:5][c:6]([Cl:8])[cH:7]1. Reactants: CO, CSc1c(C#N)nn(-c2c(Cl)cc(C(F)(F)F)cc2Cl)c1C, O, OO. Yields the product Cc1c(S(C)=O)c(C#N)nn1-c1c(Cl)cc(C(F)(F)F)cc1Cl. Reaction SMILES: [CH3:26][OH:27].[Cl:3][c:4]1[c:5](-[n:15]2[n:16][c:17]([C:23]#[N:24])[c:18]([S:21][CH3:22])[c:19]2[CH3:20])[c:6]([Cl:14])[cH:7][c:8]([C:10]([F:11])([F:12])[F:13])[cH:9]1.[OH2:25].[OH:1][OH:2]>>[O:1]=[S:21]([c:18]1[c:17]([C:23]#[N:24])[n:16][n:15](-[c:5]2[c:4]([Cl:3])[cH:9][c:8]([C:10]([F:11])([F:12])[F:13])[cH:7][c:6]2[Cl:14])[c:19]1[CH3:20])[CH3:22].